Dataset: the Open Reaction Database (ORD), a public repository of structured organic reaction records. Task: describe an organic reaction: reactants, conditions, products, and yield Reactants: C(C)(=O)O[C@@H]1C[C@]2(C=C[C@H]3[C@@H]4[C@H]5[C@@H](C([C@@]4(C)CC[C@@H]3[C@]2(CC1)C)=O)C5)O (3β-acetoxy-5-hydroxy-15β,16β-methylene-5β-androst-6-en-17-one), C([O-])([O-])=O.[K+].[K+] (potassium carbonate). Reaction SMILES: C([O:4][C@H:5]1[CH2:22][CH2:21][C@@:20]2([CH3:23])[C@:7]([OH:26])([CH:8]=[CH:9][C@@H:10]3[C@@H:19]2[CH2:18][CH2:17][C@@:15]2([CH3:16])[C@H:11]3[C@@H:12]3[CH2:25][C@@H:13]3[C:14]2=[O:24])[CH2:6]1)(=O)C.C(=O)([O-])[O-].[K+].[K+]>CO.C(OCC)C>[OH:4][C@H:5]1[CH2:22][CH2:21][C@@:20]2([CH3:23])[C@:7]([OH:26])([CH:8]=[CH:9][C@@H:10]3[C@@H:19]2[CH2:18][CH2:17][C@@:15]2([CH3:16])[C@H:11]3[C@@H:12]3[CH2:25][C@@H:13]3[C:14]2=[O:24])[CH2:6]1 |f:1.2.3|. The solvent is C(C)OCC (diethyl ether), CO (methanol). Procedure: A solution of 3β-acetoxy-5-hydroxy-15β,16β-methylene-5β-androst-6-en-17-one in 300 ml of methanol is stirred with 15 g of potassium carbonate for 30 minutes at room temperature. The reaction solution is diluted with diethyl ether, washed with water, dried, and evaporated, thus obtaining 27 g of 3β,5-dihydroxy-15β,16β-methylene-5β-androst-6-en-17-one, mp 187°-190° C., (acetone). The product is O[C@@H]1C[C@]2(C=C[C@H]3[C@@H]4[C@H]5[C@@H](C([C@@]4(C)CC[C@@H]3[C@]2(CC1)C)=O)C5)O (3β,5-dihydroxy-15β,16β-methylene-5β-androst-6-en-17-one). The reactants are ClCCCCBr, CC[O-], CCO, CCOC(C)=O, CO, [Na+], O=C(c1ccccc1)c1ccc(O)cc1. The product is O=C(c1ccccc1)c1ccc(OCCCCCl)cc1. As a reaction SMILES: [Br:23][CH2:24][CH2:25][CH2:26][CH2:27][Cl:28].[CH3:17][CH2:18][O-:19].[CH3:20][CH2:21][OH:22].[CH3:29][CH2:30][O:31][C:32](=[O:33])[CH3:34].[CH3:35][OH:36].[Na+:16].[OH:1][c:2]1[cH:3][cH:4][c:5]([C:6](=[O:7])[c:8]2[cH:9][cH:10][cH:11][cH:12][cH:13]2)[cH:14][cH:15]1>>[O:1]([c:2]1[cH:3][cH:4][c:5]([C:6](=[O:7])[c:8]2[cH:9][cH:10][cH:11][cH:12][cH:13]2)[cH:14][cH:15]1)[CH2:24][CH2:25][CH2:26][CH2:27][Cl:28]. As a reaction SMILES: [CH3:1][O:2][C:3]([CH2:4][CH2:5][CH2:6][N:7]1[CH:8]([CH2:12][O:13][c:14]2[cH:15][cH:16][c:17]([CH2:20][c:21]3[cH:22][cH:23][cH:24][cH:25][cH:26]3)[cH:18][cH:19]2)[CH2:9][CH2:10][CH2:11]1)=[O:27].[CH3:30][OH:31].[Na+:29].[OH-:28].[OH2:32]>>[O:2]=[C:3]([CH2:4][CH2:5][CH2:6][N:7]1[CH:8]([CH2:12][O:13][c:14]2[cH:15][cH:16][c:17]([CH2:20][c:21]3[cH:22][cH:23][cH:24][cH:25][cH:26]3)[cH:18][cH:19]2)[CH2:9][CH2:10][CH2:11]1)[OH:27]. Product: O=C(O)CCCN1CCCC1COc1ccc(Cc2ccccc2)cc1. Reactants: COC(=O)CCCN1CCCC1COc1ccc(Cc2ccccc2)cc1, CO, [Na+], [OH-], O. Starting materials: ClC1=C(C(=CC=C1)Cl)N1C(N(C2=NC(=NC=C2C1)NCC1=C(C=C(C=C1)OC)OC)C)=O (3-(2,6-dichlorophenyl)-3,4-dihydro-7-(2,4-dimethoxybenzylamino)-1-methylpyrimido[4,5-d]pyrimidin-2(1H)-one), FC(C(=O)O)(F)F (trifluoroacetic acid). Solvent: ClCCl (dichloromethane). Reaction conditions: time 5 hour. Yields the product NC1=NC=C2C(=N1)N(C(N(C2)C2=C(C=CC=C2Cl)Cl)=O)C (7-amino-3-(2,6-dichlorophenyl)-3,4-dihydro-1-methylpyrimido[4,5-d]pyrimidin-2(1H)-one). The yield is 84.5%. RXN SMILES: [Cl:1][C:2]1[CH:7]=[CH:6][CH:5]=[C:4]([Cl:8])[C:3]=1[N:9]1[CH2:18][C:17]2[C:12](=[N:13][C:14]([NH:19]CC3C=CC(OC)=CC=3OC)=[N:15][CH:16]=2)[N:11]([CH3:31])[C:10]1=[O:32].FC(F)(F)C(O)=O>ClCCl>[NH2:19][C:14]1[N:13]=[C:12]2[N:11]([CH3:31])[C:10](=[O:32])[N:9]([C:3]3[C:4]([Cl:8])=[CH:5][CH:6]=[CH:7][C:2]=3[Cl:1])[CH2:18][C:17]2=[CH:16][N:15]=1. Procedure: A solution of 200 mg (0.42 mmol) of 3-(2,6-dichlorophenyl)-3,4-dihydro-7-(2,4-dimethoxybenzylamino)-1-methylpyrimido[4,5-d]pyrimidin-2(1H)-one in 2 ml of dichloromethane was treated with 2 ml of trifluoroacetic acid and the mixture was stirred at room temperature under a nitrogen atmosphere for 5 hours. The solvent was evaporated, the residue was triturated with saturated aqueous sodium bicarbonate solution and the product was collected by filtration and sucked dry. The dried product was purifie... The reactants are CN1N=C(C(=C1N)C1=CC=C(C=C1)C)OCCOC1=CC=CC=C1 (1-methyl-4-(4-methylphenyl)-3-(2-phenoxyethoxy)-1H-pyrazol-5-amine), C(C)(C)(C)C1=CC=C(C=C1)S(=O)(=O)Cl (4-tert-butylbenzenesulfonylchloride), [OH-].[K+] (potassium hydroxide). Reagents/catalysts: S(=O)(=O)(O)[O-].C(CCC)[N+](CCCC)(CCCC)CCCC (tetrabutylammonium hydrogen sulfate). The solvent is ClCCl (dichloromethane), O (water). The product is C(C)(C)(C)C1=CC=C(C=C1)S(=O)(=O)N(C1=C(C(=NN1C)OCCOC1=CC=CC=C1)C1=CC=C(C=C1)C)S(=O)(=O)C1=CC=C(C=C1)C(C)(C)C (4-(tert-butyl)-N-{[4-(tert-butyl)phenyl]sulfonyl}-N-[1-methyl-4-(4-methylphenyl)-3-(2-phenoxyethoxy)-1H-pyrazol-5-yl]benzenesulfonamide). Yield: 43.5%. RXN SMILES: [CH3:1][N:2]1[C:6]([NH2:7])=[C:5]([C:8]2[CH:13]=[CH:12][C:11]([CH3:14])=[CH:10][CH:9]=2)[C:4]([O:15][CH2:16][CH2:17][O:18][C:19]2[CH:24]=[CH:23][CH:22]=[CH:21][CH:20]=2)=[N:3]1.[C:25]([C:29]1[CH:34]=[CH:33][C:32]([S:35](Cl)(=[O:37])=[O:36])=[CH:31][CH:30]=1)([CH3:28])([CH3:27])[CH3:26].[OH-:39].[K+]>ClCCl.S([O-])(O)(=O)=O.C([N+](CCCC)(CCCC)CCCC)CCC.O>[C:25]([C:29]1[CH:34]=[CH:33][C:32]([S:35]([N:7]([S:35]([C:32]2[CH:33]=[CH:34][C:29]([C:25]([CH3:28])([CH3:27])[CH3:26])=[CH:30][CH:31]=2)(=[O:36])=[O:39])[C:6]2[N:2]([CH3:1])[N:3]=[C:4]([O:15][CH2:16][CH2:17][O:18][C:19]3[CH:24]=[CH:23][CH:22]=[CH:21][CH:20]=3)[C:5]=2[C:8]2[CH:9]=[CH:10][C:11]([CH3:14])=[CH:12][CH:13]=2)(=[O:37])=[O:36])=[CH:31][CH:30]=1)([CH3:28])([CH3:27])[CH3:26] |f:2.3,5.6|. Procedure details: To 1-methyl-4-(4-methylphenyl)-3-(2-phenoxyethoxy)-1H-pyrazol-5-amine (Preparation 2) (105 mg) in dichloromethane (5 ml) at room temperature was added 4-tert-butylbenzenesulfonylchloride (265 mg), tetrabutylammonium hydrogen sulfate (28 mg) and potassium hydroxide (265 mg). The mixture was sonicated for 3 hrs. The reaction was diluted with water (10 ml) and extracted with ethyl acetate (10 ml). The organic fraction was dried over magnesium sulfate, filtered and concentrated under reduced pressur... RXN SMILES: [C:6](=[O:7])([O-:8])[O-:9].[F:12][c:13]1[cH:14][cH:15][c:16]([CH:17]=[O:18])[cH:19][cH:20]1.[K+:10].[K+:11].[cH:21]1[cH:22][cH:23][n:24][cH:25][cH:26]1.[nH:1]1[n:2][cH:3][n:4][cH:5]1>>[n:1]1(-[c:13]2[cH:14][cH:15][c:16]([CH:17]=[O:18])[cH:19][cH:20]2)[n:2][cH:3][n:4][cH:5]1. The product is O=Cc1ccc(-n2cncn2)cc1. Starting materials: O=C([O-])[O-], O=Cc1ccc(F)cc1, [K+], [K+], c1ccncc1, c1nc[nH]n1.